This data is from the Open Reaction Database (ORD), a public repository of structured organic reaction records. The task is: describe an organic reaction: reactants, conditions, products, and yield The reactants are O (water), FC1=CC=C(C=C1)B(O)O (4-fluorobenzeneboronic acid), C([O-])([O-])=O.[Na+].[Na+] (sodium carbonate), BrC1=CC=C(C=C1)C1(CCC(CC1)(C(=O)O)C1=CC=CC=C1)OCC1CC1 (4-(4-bromophenyl)-4-cyclopropylmethoxy-1-phenylcyclohexanecarboxylic acid). The reagents and catalysts are C=1C=CC(=CC1)[P](C=2C=CC=CC2)(C=3C=CC=CC3)[Pd]([P](C=4C=CC=CC4)(C=5C=CC=CC5)C=6C=CC=CC6)([P](C=7C=CC=CC7)(C=8C=CC=CC8)C=9C=CC=CC9)[P](C=1C=CC=CC1)(C=1C=CC=CC1)C=1C=CC=CC1 (tetrakis(triphenylphosphine)palladium(0)). Run in CC(OCC)=O (EA), C1(=CC=CC=C1)C (toluene). Conditions: time 10 minute. The product is C1(CC1)COC1(CCC(CC1)(C(=O)O)C1=CC=CC=C1)C1=CC=C(C=C1)C1=CC=C(C=C1)F (4-Cyclopropylmethoxy-4-(4′-fluorobiphenyl-4-yl)-1-phenylcyclohexanecarboxylic Acid). The yield is 9.7%. As a reaction SMILES: Br[C:2]1[CH:7]=[CH:6][C:5]([C:8]2([O:23][CH2:24][CH:25]3[CH2:27][CH2:26]3)[CH2:13][CH2:12][C:11]([C:17]3[CH:22]=[CH:21][CH:20]=[CH:19][CH:18]=3)([C:14]([OH:16])=[O:15])[CH2:10][CH2:9]2)=[CH:4][CH:3]=1.[F:28][C:29]1[CH:34]=[CH:33][C:32](B(O)O)=[CH:31][CH:30]=1.C(=O)([O-])[O-].[Na+].[Na+].O>C1(C)C=CC=CC=1.C1C=CC([P]([Pd]([P](C2C=CC=CC=2)(C2C=CC=CC=2)C2C=CC=CC=2)([P](C2C=CC=CC=2)(C2C=CC=CC=2)C2C=CC=CC=2)[P](C2C=CC=CC=2)(C2C=CC=CC=2)C2C=CC=CC=2)(C2C=CC=CC=2)C2C=CC=CC=2)=CC=1.CC(=O)OCC>[CH:25]1([CH2:24][O:23][C:8]2([C:5]3[CH:4]=[CH:3][C:2]([C:32]4[CH:33]=[CH:34][C:29]([F:28])=[CH:30][CH:31]=4)=[CH:7][CH:6]=3)[CH2:9][CH2:10][C:11]([C:17]3[CH:18]=[CH:19][CH:20]=[CH:21][CH:22]=3)([C:14]([OH:16])=[O:15])[CH2:12][CH2:13]2)[CH2:27][CH2:26]1 |f:2.3.4,^1:55,57,76,95|. Procedure details: 19 mg of tetrakis(triphenylphosphine)palladium(0) were added to a solution of 200 mg of 4-(4-bromophenyl)-4-cyclopropylmethoxy-1-phenylcyclohexanecarboxylic acid in 4 ml of degassed toluene under argon in a two-necked flask and the mixture was stirred for 10 min at room temperature. Subsequently, 65.1 mg of 4-fluorobenzeneboronic acid and 0.341 ml of a 2 M sodium carbonate solution were added and the reaction mixture was heated for 24 h at 100° C. After cooling, water and EA were added, the orga... Reactants: C(C)(C)NC(C)C (diisopropylamine), ClC1=CC=C(CCl)C=C1 (4-chlorobenzylchloride), Cl.COC1=CC=C(C=C1)NN (4-methoxyphenylhydrazine hydrochloride). The reagents and catalysts are [Br-].C(CCC)[N+](CCCC)(CCCC)CCCC (tetrabutylammonium bromide). Solvent: C(Cl)Cl (methylene chloride). Conditions: time 48 hour. The product is ClC1=CC=C(CN(N)C2=CC=C(C=C2)OC)C=C1 (1-(4-chlorobenzyl)-1-(4methoxyphenyl)hydrazine). Yield: 72.0%. Reaction SMILES: Cl.[CH3:2][O:3][C:4]1[CH:9]=[CH:8][C:7]([NH:10][NH2:11])=[CH:6][CH:5]=1.C(NC(C)C)(C)C.[Cl:19][C:20]1[CH:27]=[CH:26][C:23]([CH2:24]Cl)=[CH:22][CH:21]=1>C(Cl)Cl.[Br-].C([N+](CCCC)(CCCC)CCCC)CCC>[Cl:19][C:20]1[CH:27]=[CH:26][C:23]([CH2:24][N:10]([C:7]2[CH:8]=[CH:9][C:4]([O:3][CH3:2])=[CH:5][CH:6]=2)[NH2:11])=[CH:22][CH:21]=1 |f:0.1,5.6|. Reported procedure: To a suspension of 4-methoxyphenylhydrazine hydrochloride (41 g, 230 mmol) in methylene chloride (1000 ml) under nitrogen were added diisopropylamine (79.8 g, 612 mmol), 4-chlorobenzylchloride (40.25 g, 250 mmol) and tetrabutylammonium bromide (22.8 g, 70 mmol). The resulting mixture was stirred at ambient temperature for 48 hours. The reaction mixture was then washed with water, and brine, dried over MgSO4, filtered, and concentrated in vacuo. The residue was purified by column chromatography (...